From a dataset of the Open Reaction Database (ORD), a public repository of structured organic reaction records. describe an organic reaction: reactants, conditions, products, and yield Reactants: CC1(OC2=C(C1)C=CC=C2OCCCCl)C (3-chloropropyl 2,2-dimethyl-2,3-dihydrobenzofur-7-yl ether), OC1(CCNCC1)C=1C=NC2=CC=CC=C2C1 (4-hydroxy-4-(quinolin-3-yl)piperidine). The product is CC1(OC2=C(C1)C=CC=C2OCCCN2CCC(CC2)(C=2C=NC1=CC=CC=C1C2)O)C (1-(3-(2,2-dimethyl-2,3-dihydrobenzofur-7-yloxy)prop-1-yl)-4-hydroxy-4-(quinolin-3-yl)piperidine). Yield: 46.6%. As a reaction SMILES: [CH3:1][C:2]1([CH3:16])[CH2:6][C:5]2[CH:7]=[CH:8][CH:9]=[C:10]([O:11][CH2:12][CH2:13][CH2:14]Cl)[C:4]=2[O:3]1.[OH:17][C:18]1([C:24]2[CH:25]=[N:26][C:27]3[C:32]([CH:33]=2)=[CH:31][CH:30]=[CH:29][CH:28]=3)[CH2:23][CH2:22][NH:21][CH2:20][CH2:19]1>>[CH3:1][C:2]1([CH3:16])[CH2:6][C:5]2[CH:7]=[CH:8][CH:9]=[C:10]([O:11][CH2:12][CH2:13][CH2:14][N:21]3[CH2:22][CH2:23][C:18]([OH:17])([C:24]4[CH:25]=[N:26][C:27]5[C:32]([CH:33]=4)=[CH:31][CH:30]=[CH:29][CH:28]=5)[CH2:19][CH2:20]3)[C:4]=2[O:3]1. Procedure details: Beginning with 0.316 gm (1.3 mMol) 3-chloropropyl 2,2-dimethyl-2,3-dihydrobenzofur-7-yl ether and 0.300 gm (1.3 mMol) 4-hydroxy-4-(quinolin-3-yl)piperidine, 0.262 gm (46%) of the title compound were recovered as a white solid.